This data is from the Open Reaction Database (ORD), a public repository of structured organic reaction records. The task is: describe an organic reaction: reactants, conditions, products, and yield Reactants: COC(=O)C1=CC=C2C(=C(NC2=C1Cl)Br)C1CCCCC1 (Methyl-2-bromo-7-chloro-3-cyclohexyl-1H-indole-6-carboxylate), [Li+].[Cl-] (LiCl), C(=O)([O-])[O-].[Na+].[Na+] (Na2CO3), COC1=CC=C(C=C1)B(O)O (para-methoxyphenyl boronic acid). The reagents and catalysts are Cl[Pd]([P](C1=CC=CC=C1)(C2=CC=CC=C2)C3=CC=CC=C3)([P](C4=CC=CC=C4)(C5=CC=CC=C5)C6=CC=CC=C6)Cl (PdCl2(PPh3)2). The solvent is C1(=CC=CC=C1)C (toluene), C(C)O (ethanol), O (water). Run at temperature 70 celsius, time 18 hour. Yields the product COC(=O)C1=CC=C2C(=C(NC2=C1Cl)C1=CC=C(C=C1)OC)C1CCCCC1 (Methyl-7-chloro-3-cyclohexyl-2-(4-methoxyphenyl)-1H-indole-6-carboxylate). Yield: 81.9%. As a reaction SMILES: [CH3:1][O:2][C:3]([C:5]1[C:13]([Cl:14])=[C:12]2[C:8]([C:9]([CH:16]3[CH2:21][CH2:20][CH2:19][CH2:18][CH2:17]3)=[C:10](Br)[NH:11]2)=[CH:7][CH:6]=1)=[O:4].[Li+].[Cl-].C([O-])([O-])=O.[Na+].[Na+].[CH3:30][O:31][C:32]1[CH:37]=[CH:36][C:35](B(O)O)=[CH:34][CH:33]=1>C1(C)C=CC=CC=1.C(O)C.O.Cl[Pd](Cl)([P](C1C=CC=CC=1)(C1C=CC=CC=1)C1C=CC=CC=1)[P](C1C=CC=CC=1)(C1C=CC=CC=1)C1C=CC=CC=1>[CH3:1][O:2][C:3]([C:5]1[C:13]([Cl:14])=[C:12]2[C:8]([C:9]([CH:16]3[CH2:21][CH2:20][CH2:19][CH2:18][CH2:17]3)=[C:10]([C:35]3[CH:36]=[CH:37][C:32]([O:31][CH3:30])=[CH:33][CH:34]=3)[NH:11]2)=[CH:7][CH:6]=1)=[O:4] |f:1.2,3.4.5,^1:54,73|. Procedure: To 572.0 mgs (1.54 mmol) of Methyl-2-bromo-7-chloro-3-cyclohexyl-1H-indole-6-carboxylate in 8 mL of toluene and 8 mL of ethanol was added 2 equivalents of LiCl (3.08 mmol, 130.6 mgs), 2.5 equivalents of Na2CO3 (3.85 mmol, 408.1 mgs) in 4 mL of water, and 1.5 equivalents of para-methoxyphenyl boronic acid (2.31 mmol, 351.0 mgs). To this mixture was then added 0.1 equivalents of PdCl2(PPh3)2 (150.0 μmol, 105.3 mgs), and the mixture was degassed then flushed with N2 (×3). The reaction mixture was h... As a reaction SMILES: [F:1][C:2]([F:16])([F:15])[C:3]1[CH:4]=[C:5]([NH:9][CH2:10][CH2:11][C:12]([OH:14])=O)[CH:6]=[CH:7][CH:8]=1.[NH2:17][C:18](N)=[O:19].O>C(O)(=O)C>[F:15][C:2]([F:1])([F:16])[C:3]1[CH:4]=[C:5]([N:9]2[CH2:10][CH2:11][C:12](=[O:14])[NH:17][C:18]2=[O:19])[CH:6]=[CH:7][CH:8]=1. Procedure: A solution of 3-(3-trifluoromethylphenylamino)propanoic acid (2.0 g) (prepared in Reference Example 95) and urea (1.0 g) in acetic acid (20.0 ml) was stirred with heating under reflux for seven hours. To the reaction mixture was water (50 ml) and the resulting mixture was extracted with ethyl acetate (30 ml×3). The organic layer was washed with water (20 ml×2) and saturated saline (20 ml), dried over anhydrous sodium sulfate and then concentrated under reduced pressure. The residue was purified ... Isolated yield 67.7%. Starting materials: FC(C=1C=C(C=CC1)NCCC(=O)O)(F)F (3-(3-trifluoromethylphenylamino)propionic acid), NC(=O)N (urea), O (water). Run in C(C)(=O)O (acetic acid). Product: FC(C=1C=C(C=CC1)N1C(NC(CC1)=O)=O)(F)F (1-(3-trifluoromethylphenyl)dihydropyrimidin-2,4(1H,3H)-dione).